This data is from the Open Reaction Database (ORD), a public repository of structured organic reaction records. The task is: describe an organic reaction: reactants, conditions, products, and yield Procedure: A mixture of 2.1 g (0.005 mole) of 4,5bis(4-fluorophenyl)-α,α-bis(trifluoromethyl)-1H-pyrrole-2-methanol, 1.4 g anhydrous potassium carbonate and 0.9 g (0.006 mole) of methyl iodide in 25 ml DMF was stirred at room temperature overnight. Another 1.4 g of potassium carbonate and 0.3 g of methyl iodide was added and stirring was continued another two hours. The mixture was poured into water and extracted with ether. The ether layers were backwashed with water three times, then dried and concentrat... Run at time 8 hour. RXN SMILES: [F:1][C:2]1[CH:7]=[CH:6][C:5]([C:8]2[CH:9]=[C:10]([C:20]([C:26]([F:29])([F:28])[F:27])([C:22]([F:25])([F:24])[F:23])O)[NH:11][C:12]=2[C:13]2[CH:18]=[CH:17][C:16]([F:19])=[CH:15][CH:14]=2)=[CH:4][CH:3]=1.[C:30](=[O:33])([O-])[O-].[K+].[K+].[CH3:36]I.O>CN(C=O)C>[F:19][C:16]1[CH:17]=[CH:18][C:13]([C:12]2[N:11]([CH3:36])[C:10]([C:20]([O:33][CH3:30])([C:26]([F:29])([F:28])[F:27])[C:22]([F:25])([F:24])[F:23])=[CH:9][C:8]=2[C:5]2[CH:6]=[CH:7][C:2]([F:1])=[CH:3][CH:4]=2)=[CH:14][CH:15]=1 |f:1.2.3|. The reactants are O (water), C([O-])([O-])=O.[K+].[K+] (potassium carbonate), CI (methyl iodide), FC1=CC=C(C=C1)C=1C=C(NC1C1=CC=C(C=C1)F)C(O)(C(F)(F)F)C(F)(F)F (4,5bis(4-fluorophenyl)-α,α-bis(trifluoromethyl)-1H-pyrrole-2-methanol), C([O-])([O-])=O.[K+].[K+] (potassium carbonate), CI (methyl iodide). Product: FC1=CC=C(C=C1)C=1N(C(=CC1C1=CC=C(C=C1)F)C(C(F)(F)F)(C(F)(F)F)OC)C (2,3-Bis(4-fluorophenyl)-1-methyl-5-[2,2,2-trifluoro-1-methoxy-1-(trifluoromethyl)ethyl]-1H-pyrrole). Run in CN(C)C=O (DMF). Isolated yield 75.7%. Reactants: C(C)(C)N1CCN(CC1)CC1=CC=C(C=O)C=C1 (4-((4-isopropylpiperazin-1-yl)methyl)benzaldehyde), OS(=O)[O-].[Na+] (NaHSO3), CC=1C=CC(=CC1)S(=O)(=O)O (p-TsOH), NC1=C(C(=O)N)C(=CC(=C1)OC)OC (2-amino-4,6-dimethoxybenzamide). Run in CC(=O)N(C)C (DMA), O (H2O). Conditions: temperature 130 celsius, time 8 hour. The product is C(C)(C)N1CCN(CC1)CC1=CC=C(C=C1)C1=NC2=CC(=CC(=C2C(N1)=O)OC)OC (2-(4-((4-Isopropylpiperazin-1-yl)methyl)phenyl)-5,7-dimethoxyquinazolin-4(3H)-one). Yield: 29.8%. Reaction SMILES: [CH:1]([N:4]1[CH2:9][CH2:8][N:7]([CH2:10][C:11]2[CH:18]=[CH:17][C:14]([CH:15]=O)=[CH:13][CH:12]=2)[CH2:6][CH2:5]1)([CH3:3])[CH3:2].OS([O-])=O.[Na+].CC1C=CC(S(O)(=O)=O)=CC=1.[NH2:35][C:36]1[CH:44]=[C:43]([O:45][CH3:46])[CH:42]=[C:41]([O:47][CH3:48])[C:37]=1[C:38]([NH2:40])=[O:39]>CC(N(C)C)=O.O>[CH:1]([N:4]1[CH2:9][CH2:8][N:7]([CH2:10][C:11]2[CH:18]=[CH:17][C:14]([C:15]3[NH:40][C:38](=[O:39])[C:37]4[C:36](=[CH:44][C:43]([O:45][CH3:46])=[CH:42][C:41]=4[O:47][CH3:48])[N:35]=3)=[CH:13][CH:12]=2)[CH2:6][CH2:5]1)([CH3:3])[CH3:2] |f:1.2|. Procedure details: A mixture of 4-((4-isopropylpiperazin-1-yl)methyl)benzaldehyde (0.240 g, 0.97 mmol), NaHSO3 (0.155 g, 1.50 mmol), and p-TsOH (0.019 g, 0.10 mmol) was added to a solution of 2-amino-4,6-dimethoxybenzamide (0.190 g, 0.97 mmol) in DMA (7 mL). The reaction was stirred at 130° C. overnight. Then, the mixture was diluted with H2O and extracted with CH2Cl2. The organics were washed with brine, dried over anhydrous Na2SO4, filtered, and concentrated in vacuo. Purification by flash chromatography on sili... The reactants are C(CCC)[Sn](CCCC)(Cl)Cl (dibutyl tin chloride), ClC=1C=C(C=CC1F)C=1C=2N(C=C(C1)C1CC1)N=C(N2)N (8-(3-chloro-4-fluoro-phenyl)-6-cyclopropyl-[1,2,4]triazolo[1,5-a]pyridin-2-ylamine), CC1=CC(=NC=N1)N1CCC(CC1)=O (1-(6-methyl-pyrimidin-4-yl)-piperidin-4-one), C1(=CC=CC=C1)[SiH3] (phenyl silane). The solvent is C1CCOC1 (THF). Run at temperature 100 celsius. Yields the product ClC=1C=C(C=CC1F)C=1C=2N(C=C(C1)C1CC1)N=C(N2)NC2CCN(CC2)C2=NC=NC(=C2)C ([8-(3-Chloro-4-fluoro-phenyl)-6-cyclopropyl-[1,2,4]triazolo[1,5-a]pyridin-2-yl]-[1-(6-methyl-pyrimidin-4-yl)-piperidin-4-yl]-amine), solid. Isolated yield 13.0%. RXN SMILES: C([Sn](Cl)(Cl)CCCC)CCC.[Cl:12][C:13]1[CH:14]=[C:15]([C:20]2[C:21]3[N:22]([N:29]=[C:30]([NH2:32])[N:31]=3)[CH:23]=[C:24]([CH:26]3[CH2:28][CH2:27]3)[CH:25]=2)[CH:16]=[CH:17][C:18]=1[F:19].[CH3:33][C:34]1[N:39]=[CH:38][N:37]=[C:36]([N:40]2[CH2:45][CH2:44][C:43](=O)[CH2:42][CH2:41]2)[CH:35]=1.C1([SiH3])C=CC=CC=1>C1COCC1>[Cl:12][C:13]1[CH:14]=[C:15]([C:20]2[C:21]3[N:22]([N:29]=[C:30]([NH:32][CH:43]4[CH2:44][CH2:45][N:40]([C:36]5[CH:35]=[C:34]([CH3:33])[N:39]=[CH:38][N:37]=5)[CH2:41][CH2:42]4)[N:31]=3)[CH:23]=[C:24]([CH:26]3[CH2:28][CH2:27]3)[CH:25]=2)[CH:16]=[CH:17][C:18]=1[F:19]. Procedure details: To a solution of dibutyl tin chloride (10 mg, 0.03 mmol) and 8-(3-chloro-4-fluoro-phenyl)-6-cyclopropyl-[1,2,4]triazolo[1,5-a]pyridin-2-ylamine (prepared in analogy to example 48a-e, 100 mg, 0.33 mmol) in dry THF (1.5 mL) were added 1-(6-methyl-pyrimidin-4-yl)-piperidin-4-one (example 93b, 63 mg, 0.33 mmol) and phenyl silane (0.016 mL, 0.4 mmol) under an argon atmosphere and heated to 100° C. in the microwave for 40 minutes. The reaction mixture was cooled to room temperature, the solvent was ev... Starting materials: FC(C=1C=NC=2CCNC(C2C1)=O)(F)F (3-(trifluoromethyl)-7,8-dihydro-1,6-naphthyridin-5(6H)-one), ClC=1C(C(=C(C(C1Cl)=O)C#N)C#N)=O (2,3-Dichloro-5,6-dicyano-1,4-benzoquinone). The solvent is O1CCOCC1 (dioxane). Conditions: temperature 100 celsius, time 6 hour. Yields the product FC(C=1C=NC=2C=CNC(C2C1)=O)(F)F (3-(trifluoromethyl)-1,6-naphthyridin-5(6H)-one). As a reaction SMILES: [F:1][C:2]([F:15])([F:14])[C:3]1[CH:4]=[N:5][C:6]2[CH2:7][CH2:8][NH:9][C:10](=[O:13])[C:11]=2[CH:12]=1.ClC1C(=O)C(C#N)=C(C#N)C(=O)C=1Cl>O1CCOCC1>[F:14][C:2]([F:1])([F:15])[C:3]1[CH:4]=[N:5][C:6]2[CH:7]=[CH:8][NH:9][C:10](=[O:13])[C:11]=2[CH:12]=1. Procedure details: Into a 100 mL round-bottom flask, was placed a solution of 3-(trifluoromethyl)-7,8-dihydro-1,6-naphthyridin-5(6H)-one (as prepared in the previous step, 1.7 g, 7.87 mmol, 1.00 equiv) in dioxane (20 mL) and 2,3-Dichloro-5,6-dicyano-1,4-benzoquinone (2.68 g, 11.81 mmol, 1.50 equiv). The reaction mixture was stirred for 6 h at 100° C. in an oil bath. The resulting mixture was concentrated under vacuum and the residue was dissolved in 20 mL of sodium bicarbonate. The resulting solution was extracted... Reactants: C(C)(C)(C)OC(N(C1=CC=NC=C1)CCOC1=CC(=CC(=C1)C(N(CCCNS(=O)(=O)C(F)(F)F)C1CCCC1)=O)Cl)=O ((2-{3-chloro-5-[cyclopentyl-(3-trifluoromethanesulfonylamino-propyl)-carbamoyl]-phenoxy}-ethyl)-pyridin-4-yl-carbamic acid tert-butyl ester), FC(C(=O)O)(F)F (trifluoroacetic acid). The solvent is ClCCl (dichloromethane). The product is FC(C(=O)O)(F)F.ClC=1C=C(C(=O)N(CCCNS(=O)(=O)C(F)(F)F)C2CCCC2)C=C(C1)OCCNC1=CC=NC=C1 (3-Chloro-N-cyclopentyl-5-[2-(pyridin-4-ylamino)-ethoxy]-N-(3-trifluoromethanesulfonylamino-propyl)-benzamide trifluoroacetate), gum. Reaction SMILES: C(OC(=O)[N:7]([CH2:14][CH2:15][O:16][C:17]1[CH:22]=[C:21]([C:23](=[O:41])[N:24]([CH:36]2[CH2:40][CH2:39][CH2:38][CH2:37]2)[CH2:25][CH2:26][CH2:27][NH:28][S:29]([C:32]([F:35])([F:34])[F:33])(=[O:31])=[O:30])[CH:20]=[C:19]([Cl:42])[CH:18]=1)[C:8]1[CH:13]=[CH:12][N:11]=[CH:10][CH:9]=1)(C)(C)C.[F:44][C:45]([F:50])([F:49])[C:46]([OH:48])=[O:47]>ClCCl>[F:44][C:45]([F:50])([F:49])[C:46]([OH:48])=[O:47].[Cl:42][C:19]1[CH:20]=[C:21]([CH:22]=[C:17]([O:16][CH2:15][CH2:14][NH:7][C:8]2[CH:13]=[CH:12][N:11]=[CH:10][CH:9]=2)[CH:18]=1)[C:23]([N:24]([CH:36]1[CH2:40][CH2:39][CH2:38][CH2:37]1)[CH2:25][CH2:26][CH2:27][NH:28][S:29]([C:32]([F:33])([F:35])[F:34])(=[O:30])=[O:31])=[O:41] |f:3.4|. Procedure details: A solution of (2-{3-chloro-5-[cyclopentyl-(3-trifluoromethanesulfonylamino-propyl)-carbamoyl]-phenoxy}-ethyl)-pyridin-4-yl-carbamic acid tert-butyl ester (0.0118 g) in dichloromethane (1 ml) and trifluoroacetic acid (1 ml) was stored at room temperature for 19 h and then concentrated under reduced pressure. The title compound was obtained as a pale brown gum (0.010 g).